From a dataset of the Open Reaction Database (ORD), a public repository of structured organic reaction records. describe an organic reaction: reactants, conditions, products, and yield Starting materials: C(C)(=O)OCCCC1=CC=2C(=NC(C=3N(C2S1)C(=NN3)C)C)C3=C(C=CC=C3)Cl (2-(3-acetoxypropyl)-4-(2-chlorophenyl)-6,9-dimethyl-6H-thieno[3,2-f][1,2,4]triazolo[4,3 -a][1,4]diazepine), 2, [OH-].[Na+] (sodium hydroxide). Solvent: CO (methanol). Reaction conditions: time 2 hour. Product: ClC1=C(C=CC=C1)C1=NC(C=2N(C3=C1C=C(S3)CCCO)C(=NN2)C)C (4-(2-chlorophenyl)-2-(3-hydroxypropyl)-6,9-dimethyl-6H-thieno[3,2-f][1,2,4]triazolo[4,3-a][1,4]diazepine). Isolated yield 94.2%. RXN SMILES: C([O:4][CH2:5][CH2:6][CH2:7][C:8]1[S:17][C:16]2[N:15]3[C:18]([CH3:21])=[N:19][N:20]=[C:14]3[CH:13]([CH3:22])[N:12]=[C:11]([C:23]3[CH:28]=[CH:27][CH:26]=[CH:25][C:24]=3[Cl:29])[C:10]=2[CH:9]=1)(=O)C.[OH-].[Na+]>CO>[Cl:29][C:24]1[CH:25]=[CH:26][CH:27]=[CH:28][C:23]=1[C:11]1[C:10]2[CH:9]=[C:8]([CH2:7][CH2:6][CH2:5][OH:4])[S:17][C:16]=2[N:15]2[C:18]([CH3:21])=[N:19][N:20]=[C:14]2[CH:13]([CH3:22])[N:12]=1 |f:1.2|. Procedure: To a solution of 2 g of compound obtained in Example 1 in 40 ml of methanol is added one equivalent of 2 normal sodium hydroxide solution and stirred at room temperature for 2 hours. The methanol is distilled off under reduced pressure and the residue is dissolved in 50 ml of chloroform. The solution is washed with water and then dried over anhydrous magnesium sulfate. After separating by filtration, the filtrate is concentrated under reduced pressure to give 1.7 g of 4-(2-chlorophenyl)-2-(3-hyd... Starting materials: ClC=1C(=NC(=NC1)C=1SC=CC1)O (5-chloro-2-(thiophen-2-yl)pyrimidin-4-ol), P(=O)(Br)(Br)Br (POBr3), CN(C1=CC=CC=C1)C (N,N-dimethylbenzenamine). Solvent: C1(=CC=CC=C1)C (toluene). Run at temperature 100 celsius, time 1 hour. Yields the product BrC1=NC(=NC=C1Cl)C=1SC=CC1 (4-bromo-5-chloro-2-(thiophen-2-yl)pyrimidine). RXN SMILES: [Cl:1][C:2]1[C:3](O)=[N:4][C:5]([C:8]2[S:9][CH:10]=[CH:11][CH:12]=2)=[N:6][CH:7]=1.P(Br)(Br)([Br:16])=O.CN(C)C1C=CC=CC=1>C1(C)C=CC=CC=1>[Br:16][C:3]1[C:2]([Cl:1])=[CH:7][N:6]=[C:5]([C:8]2[S:9][CH:10]=[CH:11][CH:12]=2)[N:4]=1. Procedure: A mixture of 5-chloro-2-(thiophen-2-yl)pyrimidin-4-ol (90 mg, 0.42 mmol, 1.0 equiv.), POBr3 (364 mg, 1.27 mmol, 3.0 equiv.) and N,N-dimethylbenzenamine (103 mg, 0.85 mmol, 2.0 equiv.) in toluene (5 mL) was stirred at 100° C. for 1 h, then poured into crashed ice. The mixture was extracted with ethyl acetate. The combined organic layers were washed over saturated NaHCO3, brine, dried over Na2SO4, filtered and concentrated. The residue was purified by column chromatography to afford 4-bromo-5-chlo... Starting materials: BrCc1ccccc1, O=C([O-])[O-], CCOC(=O)c1[nH]c2ccccc2c(=O)c1Cl, [K+], [K+], CN(C)C=O, O. Yields the product CCOC(=O)c1nc2ccccc2c(OCc2ccccc2)c1Cl. As a reaction SMILES: [Br:18][CH2:19][c:20]1[cH:21][cH:22][cH:23][cH:24][cH:25]1.[C:26](=[O:27])([O-:28])[O-:29].[Cl:1][c:2]1[c:3]([C:13](=[O:14])[O:15][CH2:16][CH3:17])[nH:4][c:5]2[cH:6][cH:7][cH:8][cH:9][c:10]2[c:11]1=[O:12].[K+:30].[K+:31].[O:33]=[CH:34][N:35]([CH3:36])[CH3:37].[OH2:32]>>[Cl:1][c:2]1[c:3]([C:13](=[O:14])[O:15][CH2:16][CH3:17])[n:4][c:5]2[cH:6][cH:7][cH:8][cH:9][c:10]2[c:11]1[O:12][CH2:19][c:20]1[cH:21][cH:22][cH:23][cH:24][cH:25]1.